From a dataset of the Open Reaction Database (ORD), a public repository of structured organic reaction records. describe an organic reaction: reactants, conditions, products, and yield The reactants are COC(CC1(OCC(C2=C1NC1=CC=CC=C21)CC2=CC=CC=C2)CC)=O (4-benzyl-1-ethyl-1,3,4,9-tetrahydropyrano[3,4-b]indole-1-acetic acid methyl ester), solution, [OH-].[Na+] (sodium hydroxide). The solvent is C(C)O (ethanol). Yields the product C(C1=CC=CC=C1)C1COC(C=2NC3=CC=CC=C3C21)(CC(=O)O)CC (4-Benzyl-1-ethyl-1,3,4,9-tetrahydropyrano[3,4-b]indole-1-acetic Acid). Yield: 82.0%. Reaction SMILES: C[O:2][C:3](=[O:27])[CH2:4][C:5]1([CH2:25][CH3:26])[C:10]2[NH:11][C:12]3[C:17]([C:9]=2[CH:8]([CH2:18][C:19]2[CH:24]=[CH:23][CH:22]=[CH:21][CH:20]=2)[CH2:7][O:6]1)=[CH:16][CH:15]=[CH:14][CH:13]=3.[OH-].[Na+]>C(O)C>[CH2:18]([CH:8]1[C:9]2[C:17]3[C:12](=[CH:13][CH:14]=[CH:15][CH:16]=3)[NH:11][C:10]=2[C:5]([CH2:25][CH3:26])([CH2:4][C:3]([OH:27])=[O:2])[O:6][CH2:7]1)[C:19]1[CH:20]=[CH:21][CH:22]=[CH:23][CH:24]=1 |f:1.2|. Reported procedure: To a solution of 4-benzyl-1-ethyl-1,3,4,9-tetrahydropyrano[3,4-b]indole-1-acetic acid methyl ester (0.67 g, 1.8 mmol) in 30 mL of ethanol was added 30 mL of 10% solution of sodium hydroxide and heated at reflux for 2 hours under nitrogen. The reaction mixture was then cooled and concentrated in vacuo, diluted with 20 mL of H2O and extracted with ether. The aqueous layer was then acidified with 2N HCl and extracted with chloroform (3×100 mL), dried over magnesium sulfate and concentrated in vacuo... Reactants: SC(C(=O)NC1(CCCC1)C(=O)NC(C(=O)O)CC1=CC=C(C=C1)C1=CC=C(C=C1)SC)CC(C)C (2-{[1-(2-mercapto4-methyl-pentanoylamino)-cyclopentanecarbonyl]-amino}-3-(4′-methylthio-biphenyl-4-yl)-propionic acid), CSC1=CC=C(C=C1)B(O)O (4-methylthiophenyl-boronic acid). Yields the product SC(C(=O)NC1(CCCC1)C(=O)NC(C(=O)O)CC1=CC=C(C=C1)C1=CC=C(C=C1)C1=CC=CC2=CC=CC=C12)CC(C)C (2-{[1-(2-Mercapto-4-methyl-pentanoylamino)-cyclopentanecarbonyl]-amino}-3-(4′-naphthalen-1-yl-biphenyl-4-yl)-propionic acid). RXN SMILES: [SH:1][CH:2]([CH2:33][CH:34]([CH3:36])[CH3:35])[C:3]([NH:5][C:6]1([C:11]([NH:13][CH:14]([CH2:18][C:19]2[CH:24]=[CH:23][C:22]([C:25]3[CH:30]=[CH:29][C:28](SC)=[CH:27][CH:26]=3)=[CH:21][CH:20]=2)[C:15]([OH:17])=[O:16])=[O:12])[CH2:10][CH2:9][CH2:8][CH2:7]1)=[O:4].CS[C:39]1[CH:44]=[CH:43][C:42](B(O)O)=[CH:41][CH:40]=1>>[SH:1][CH:2]([CH2:33][CH:34]([CH3:36])[CH3:35])[C:3]([NH:5][C:6]1([C:11]([NH:13][CH:14]([CH2:18][C:19]2[CH:20]=[CH:21][C:22]([C:25]3[CH:26]=[CH:27][C:28]([C:41]4[C:42]5[C:43](=[CH:3][CH:2]=[CH:33][CH:34]=5)[CH:44]=[CH:39][CH:40]=4)=[CH:29][CH:30]=3)=[CH:23][CH:24]=2)[C:15]([OH:17])=[O:16])=[O:12])[CH2:7][CH2:8][CH2:9][CH2:10]1)=[O:4]. Procedure: 2-{[1-(2-mercapto4-methyl-pentanoylamino)-cyclopentanecarbonyl]-amino}-3-(4′-methylthio-biphenyl-4-yl)-propionic acid (from 4-methylthiophenyl-boronic acid; mp 187-189° C. Starting materials: ClC1=C(C=O)C=C(C(=C1)F)F (2-chloro-4,5-difluoro-benzaldehyde), COCCOCCO (2-(2-methoxyethoxy)-ethanol), C([O-])([O-])=O.[Cs+].[Cs+] (cesium carbonate), O (water). Solvent: CN(C=O)C (N,N-dimethylformamide). Run at temperature 90 celsius, time 8 hour. Product: ClC1=C(C=O)C=C(C(=C1)OCCOCCOC)F (2-chloro-5-fluoro-4-[2-(2-methoxy-ethoxy)-ethoxy]-benzaldehyde). Reaction SMILES: [Cl:1][C:2]1[CH:9]=[C:8](F)[C:7]([F:11])=[CH:6][C:3]=1[CH:4]=[O:5].[CH3:12][O:13][CH2:14][CH2:15][O:16][CH2:17][CH2:18][OH:19].C(=O)([O-])[O-].[Cs+].[Cs+].O>CN(C)C=O>[Cl:1][C:2]1[CH:9]=[C:8]([O:19][CH2:18][CH2:17][O:16][CH2:15][CH2:14][O:13][CH3:12])[C:7]([F:11])=[CH:6][C:3]=1[CH:4]=[O:5] |f:2.3.4|. Procedure details: To 2-chloro-4,5-difluoro-benzaldehyde (110, 0.40 g, 0.0023 mol) in N,N-dimethylformamide (10.0 mL), 2-(2-methoxyethoxy)-ethanol (0.327 g, 2.72 mmol) and cesium carbonate (0.886 g, 2.72 mmol) were added. The reaction was stirred at 90° C. overnight. The reaction was poured into water, acidified to pH around 5, and extracted with ethyl acetate. The organic layer was dried over an hydrous sodium sulfate and filtered. The filtrate was concentrated and purified by silica gel column chromatography elu... Starting materials: O=C([O-])O, CCCC[N+](CCCC)(CCCC)CCCC, CCOC(C)=O, CCCC(=O)Nc1nn(COCC[Si](C)(C)C)c2cc(Cl)c(-c3ccoc3)cc12, [F-], [Na+], C1CCOC1. Yields the product CCCC(=O)Nc1n[nH]c2cc(Cl)c(-c3ccoc3)cc12. Reaction SMILES: [C:59](=[O:60])([O-:61])[OH:62].[CH3:2][CH2:3][CH2:4][CH2:5][N+:6]([CH2:7][CH2:8][CH2:9][CH3:10])([CH2:11][CH2:12][CH2:13][CH3:14])[CH2:15][CH2:16][CH2:17][CH3:18].[CH3:53][CH2:54][O:55][C:56](=[O:57])[CH3:58].[Cl:19][c:20]1[c:21](-[c:43]2[cH:44][o:45][cH:46][cH:47]2)[cH:22][c:23]2[c:24]([NH:37][C:38]([CH2:39][CH2:40][CH3:41])=[O:42])[n:25][n:26]([CH2:29][O:30][CH2:31][CH2:32][Si:33]([CH3:34])([CH3:35])[CH3:36])[c:27]2[cH:28]1.[F-:1].[Na+:63].[O:48]1[CH2:49][CH2:50][CH2:51][CH2:52]1>>[Cl:19][c:20]1[c:21](-[c:43]2[cH:44][o:45][cH:46][cH:47]2)[cH:22][c:23]2[c:24]([NH:37][C:38]([CH2:39][CH2:40][CH3:41])=[O:42])[n:25][nH:26][c:27]2[cH:28]1. Reactants: COC(=O)c1ccc(C)c(-c2cc3cnc(C)cc3n(C)c2=O)c1, CO, [Na+], [OH-], O. Yields the product Cc1cc2c(cn1)cc(-c1cc(C(=O)O)ccc1C)c(=O)n2C. RXN SMILES: [CH3:1][n:2]1[c:3](=[O:24])[c:4](-[c:13]2[cH:14][c:15]([C:16](=[O:17])[O:18][CH3:19])[cH:20][cH:21][c:22]2[CH3:23])[cH:5][c:6]2[cH:7][n:8][c:9]([CH3:12])[cH:10][c:11]12.[CH3:27][OH:28].[Na+:26].[OH-:25].[OH2:29]>>[CH3:1][n:2]1[c:3](=[O:24])[c:4](-[c:13]2[cH:14][c:15]([C:16](=[O:17])[OH:18])[cH:20][cH:21][c:22]2[CH3:23])[cH:5][c:6]2[cH:7][n:8][c:9]([CH3:12])[cH:10][c:11]12. The reactants are CO, [Na+], [OH-], O, COC(=O)C=Cc1ccc2ccccc2n1. Product: O=C(O)C=Cc1ccc2ccccc2n1. As a reaction SMILES: [CH3:20][OH:21].[Na+:19].[OH-:18].[OH2:17].[n:1]1[c:2]([CH:11]=[CH:12][C:13](=[O:14])[O:15][CH3:16])[cH:3][cH:4][c:5]2[cH:6][cH:7][cH:8][cH:9][c:10]12>>[n:1]1[c:2]([CH:11]=[CH:12][C:13](=[O:14])[OH:15])[cH:3][cH:4][c:5]2[cH:6][cH:7][cH:8][cH:9][c:10]12. Reactants: O1CCC(=CC1)C1=CC=2C(=C(N=CC2)OC)O1 (2-(3,6-dihydro-2H-pyran-4-yl)-7-methoxyfuro[2,3-c]pyridine). The reagents and catalysts are [Ni] (Raney Nickel). Run in C(C)O (ethanol). Product: COC=1N=CC=C2C1OC(=C2)C2CCOCC2 (7-Methoxy-2-(tetrahydropyran-4-yl)furo[2,3-c]pyridine). Yield: 99.1%. RXN SMILES: [O:1]1[CH2:6][CH:5]=[C:4]([C:7]2[O:17][C:10]3=[C:11]([O:15][CH3:16])[N:12]=[CH:13][CH:14]=[C:9]3[CH:8]=2)[CH2:3][CH2:2]1>C(O)C.[Ni]>[CH3:16][O:15][C:11]1[N:12]=[CH:13][CH:14]=[C:9]2[CH:8]=[C:7]([CH:4]3[CH2:5][CH2:6][O:1][CH2:2][CH2:3]3)[O:17][C:10]=12. Reported procedure: A solution of the alkene (1.0 g) in ethanol (50 ml) was treated with Raney Nickel and hydrogenated at atmospheric pressure for 4 hours. The mixture was filtered through Celite and the solvent was removed in vacuo to give the title compound (1.0 g) as a creamy oil. Reactants: C(#N)C1=C(N=C(N1)CCC)N1C(=CC=C1)C(=O)OC (Methyl 1-(5-cyano-2-propylimidazol-4-yl)-1H-pyrrole-2-carboxylate), C1(=CC=CC=C1)C(N1N=NN=C1C1=C(C=CC=C1)C1=CC=C(C=C1)CBr)(C1=CC=CC=C1)C1=CC=CC=C1 (N-Triphenylmethyl-5-[4'-(bromomethyl)biphenyl-2-yl]tetrazole). Product: C(#N)C1=C(N=C(N1CC1=CC=C(C=C1)C1=C(C=CC=C1)C1=NN=NN1)CCC)N1C(=CC=C1)C(=O)OC (Methyl 1-[5-cyano-2-propyl-1-[(2'-(1H-tetrazol-5-yl)biphen-4-yl)methyl]-1H-imidazol-4-yl]-1H-pyrrole-2-carboxylate). As a reaction SMILES: [C:1]([C:3]1[NH:7][C:6]([CH2:8][CH2:9][CH3:10])=[N:5][C:4]=1[N:11]1[CH:15]=[CH:14][CH:13]=[C:12]1[C:16]([O:18][CH3:19])=[O:17])#[N:2].C1(C(C2C=CC=CC=2)(C2C=CC=CC=2)[N:27]2[C:31]([C:32]3[CH:37]=[CH:36][CH:35]=[CH:34][C:33]=3[C:38]3[CH:43]=[CH:42][C:41]([CH2:44]Br)=[CH:40][CH:39]=3)=[N:30][N:29]=[N:28]2)C=CC=CC=1>>[C:1]([C:3]1[N:7]([CH2:44][C:41]2[CH:42]=[CH:43][C:38]([C:33]3[CH:34]=[CH:35][CH:36]=[CH:37][C:32]=3[C:31]3[NH:27][N:28]=[N:29][N:30]=3)=[CH:39][CH:40]=2)[C:6]([CH2:8][CH2:9][CH3:10])=[N:5][C:4]=1[N:11]1[CH:15]=[CH:14][CH:13]=[C:12]1[C:16]([O:18][CH3:19])=[O:17])#[N:2]. Procedure: Using the procedure from Example 13, methyl 1-(5-cyano-2-propylimidazol-4-yl)-1H-pyrrole-2-carboxylate (Example 34) and N-triphenylmethyl-5-[4'-(bromomethyl)biphenyl-2-yl]tetrazole (Example 12) were reacted and deprotected to give the title compound. MS (CI, CH4 +NH3) 507(M+CH3).